Dataset: the Open Reaction Database (ORD), a public repository of structured organic reaction records. Task: describe an organic reaction: reactants, conditions, products, and yield The reactants are N=1NN=CC1 (2H-1,2,3-triazole), C([O-])([O-])=O.[Cs+].[Cs+] (cesium carbonate), CN[C@H]1[C@@H](CCCC1)NC (trans-1-N,2-N-dimethylcyclohexane-1,2-diamine), BrC1=C(C(=O)O)C(=CC=C1F)F (2-bromo-3,6-difluorobenzoic acid). The reagents and catalysts are [Cu]I (copper(I) iodide). Solvent: O (water), O1CCOCC1 (1,4-dioxane). Conditions: temperature 120 celsius, time 30 minute. Yields the product FC=1C(=C(C(=O)O)C(=CC1)F)N1N=CC=N1 (3,6-Difluoro-2-(2H-1,2,3-triazol-2-yl)benzoic acid). As a reaction SMILES: [N:1]1[NH:2][N:3]=[CH:4][CH:5]=1.C(=O)([O-])[O-].[Cs+].[Cs+].CN[C@@H]1CCCC[C@H]1NC.Br[C:23]1[C:31]([F:32])=[CH:30][CH:29]=[C:28]([F:33])[C:24]=1[C:25]([OH:27])=[O:26]>O1CCOCC1.[Cu]I.O>[F:32][C:31]1[C:23]([N:2]2[N:3]=[CH:4][CH:5]=[N:1]2)=[C:24]([C:28]([F:33])=[CH:29][CH:30]=1)[C:25]([OH:27])=[O:26] |f:1.2.3|. Procedure details: To the solution of 2H-1,2,3-triazole (CAS number 288-36-8; 0.23 g, 3.33 mmol) in 1,4-dioxane (4.0 ml) was added cesium carbonate (1.0 g, 3.33 mmol), trans-1-N,2-N-dimethylcyclohexane-1,2-diamine (0.047 g, 0.33 mmol), copper(I) iodide (0.015 g, 0.08 mmol) and 2-bromo-3,6-difluorobenzoic acid (CAS number 124244-65-1; 0.40 g, 1.68 mmol). The reaction was stirred at 120° C. for 30 minutes and was then poured into water (10 ml) and extracted with ethyl acetate (2×30 ml). The organics were washed with... Reactants: CC(C)(C)OC(=O)N1CC2CC1CN2, CN1CCCC1=O, CCN(C(C)C)C(C)C, Clc1cc(-c2cc3nccn3c(Cl)n2)ccn1, [K+], [K+], O=C([O-])[O-], O. The product is CC(C)(C)OC(=O)N1CC2CC1CN2c1nc(-c2ccnc(Cl)c2)cc2nccn12. RXN SMILES: [C:18](=[O:19])([O:20][C:21]([CH3:22])([CH3:23])[CH3:24])[N:25]1[CH:26]2[CH2:27][NH:28][CH:29]([CH2:30]1)[CH2:31]2.[CH3:48][N:49]1[CH2:50][CH2:51][CH2:52][C:53]1=[O:54].[CH:38]([N:39]([CH2:40][CH3:41])[CH:42]([CH3:43])[CH3:44])([CH3:45])[CH3:46].[Cl:1][c:2]1[n:3][c:4](-[c:11]2[cH:12][c:13]([Cl:17])[n:14][cH:15][cH:16]2)[cH:5][c:6]2[n:7]1[cH:8][cH:9][n:10]2.[K+:32].[K+:33].[O-:34][C:35]([O-:36])=[O:37].[OH2:47]>>[c:2]1([N:28]2[CH2:27][CH:26]3[N:25]([C:18](=[O:19])[O:20][C:21]([CH3:22])([CH3:23])[CH3:24])[CH2:30][CH:29]2[CH2:31]3)[n:3][c:4](-[c:11]2[cH:12][c:13]([Cl:17])[n:14][cH:15][cH:16]2)[cH:5][c:6]2[n:7]1[cH:8][cH:9][n:10]2. The reactants are C(C)C=1N(C2=CC=CC=C2C(N1)=O)C1=CC=CC=C1 (2-ethyl-1-phenyl-1H-quinazolin-4-one), COC=1C=CC(=CC1)P2(=S)SP(=S)(S2)C=3C=CC(=CC3)OC (Lawesson's reagent). Solvent: C1(=CC=CC=C1)C (toluene). Conditions: time 1 hour. Yields the product C(C)C=1N(C2=CC=CC=C2C(N1)=S)C1=CC=CC=C1 (2-Ethyl-1-phenyl-1H-quinazolin-4-thione). Reaction SMILES: [CH2:1]([C:3]1[N:4]([C:14]2[CH:19]=[CH:18][CH:17]=[CH:16][CH:15]=2)[C:5]2[C:10]([C:11](=O)[N:12]=1)=[CH:9][CH:8]=[CH:7][CH:6]=2)[CH3:2].COC1C=CC(P2(SP(C3C=CC(OC)=CC=3)(=S)S2)=[S:29])=CC=1>C1(C)C=CC=CC=1>[CH2:1]([C:3]1[N:4]([C:14]2[CH:19]=[CH:18][CH:17]=[CH:16][CH:15]=2)[C:5]2[C:10]([C:11](=[S:29])[N:12]=1)=[CH:9][CH:8]=[CH:7][CH:6]=2)[CH3:2]. Procedure details: 1.50 g (5.99 mmol) 2-ethyl-1-phenyl-1H-quinazolin-4-one and 2.42 g (5.99 mmol) Lawesson's reagent (C14H14O2P2S4, Fluka) were suspended in 40 ml toluene and boiled for 1 h. After evaporation the crude mixture was purified by column chromatography on silica gel, eluent dichloromethane/acetone 95/5.